The task is: describe an organic reaction: reactants, conditions, products, and yield. This data is from the Open Reaction Database (ORD), a public repository of structured organic reaction records. The reactants are BrC=1C(=NC=C(C(=O)NC2=CC=C(C=C2)OC(C(F)(F)F)(F)F)C1)Cl (5-bromo-6-chloro-N-(4-(perfluoroethoxy)phenyl)nicotinamide), N1C[C@@H](CC1)O ((R)-pyrrolidin-3-ol). Yields the product BrC=1C(=NC=C(C(=O)NC2=CC=C(C=C2)OC(C(F)(F)F)(F)F)C1)N1C[C@@H](CC1)O ((R)-5-Bromo-6-(3-hydroxypyrrolidin-1-yl)-N-(4-(perfluoroethoxy)phenyl)nicotinamide). Reaction SMILES: [Br:1][C:2]1[C:3](Cl)=[N:4][CH:5]=[C:6]([CH:24]=1)[C:7]([NH:9][C:10]1[CH:15]=[CH:14][C:13]([O:16][C:17]([F:23])([F:22])[C:18]([F:21])([F:20])[F:19])=[CH:12][CH:11]=1)=[O:8].[NH:26]1[CH2:30][CH2:29][C@@H:28]([OH:31])[CH2:27]1>>[Br:1][C:2]1[C:3]([N:26]2[CH2:30][CH2:29][C@@H:28]([OH:31])[CH2:27]2)=[N:4][CH:5]=[C:6]([CH:24]=1)[C:7]([NH:9][C:10]1[CH:15]=[CH:14][C:13]([O:16][C:17]([F:23])([F:22])[C:18]([F:21])([F:20])[F:19])=[CH:12][CH:11]=1)=[O:8]. Procedure: The title compound was prepared in an analogous fashion to that described infashion to that described in Stage 33.1 using 5-bromo-6-chloro-N-(4-(perfluoroethoxy)phenyl)nicotinamide (Stage 220.2) and (R)-pyrrolidin-3-ol to afford an off-white crystalline solid. HPLC (Condition 4) tR=6.01 min, UPLC-MS (Condition 3) tR=1.17 min, m/z=496.2 [M+H]+. Reactants: FC(C1=CC=C2CCNCC2=C1)(F)F (7-(trifluoromethyl)-1,2,3,4-tetrahydroisoquinoline), C(C)(C)(C)OC(=O)N[C@H]1C[C@](CC1)(C(=O)O)C(C)C ((1S,3R)-3-[(tert-butoxycarbonyl)amino]-1-isopropylcyclopentanecarboxylic acid), C(C)(C)N(C(C)C)CC (N,N-diisopropylethylamine), bromotris(pyrrolydino)phophonium hexafluorophosphate. The solvent is C(Cl)Cl (methylene chloride). Conditions: time 36 hour. Product: C(C)(C)[C@]1(C[C@@H](CC1)NC(OC(C)(C)C)=O)C(=O)N1CC2=CC(=CC=C2CC1)C(F)(F)F (tert-Butyl ((1R,3S)-3-Isopropyl-3-{[7-(trifluoromethyl)-3,4-dihydroisoquinolin-2(1H)-yl]carbonyl}cyclopentyl)carbamate). Isolated yield 54.7%. RXN SMILES: [F:1][C:2]([F:14])([F:13])[C:3]1[CH:12]=[C:11]2[C:6]([CH2:7][CH2:8][NH:9][CH2:10]2)=[CH:5][CH:4]=1.[C:15]([O:19][C:20]([NH:22][C@@H:23]1[CH2:27][CH2:26][C@:25]([CH:31]([CH3:33])[CH3:32])([C:28](O)=[O:29])[CH2:24]1)=[O:21])([CH3:18])([CH3:17])[CH3:16].C(N(CC)C(C)C)(C)C>C(Cl)Cl>[CH:31]([C@:25]1([C:28]([N:9]2[CH2:8][CH2:7][C:6]3[C:11](=[CH:12][C:3]([C:2]([F:1])([F:13])[F:14])=[CH:4][CH:5]=3)[CH2:10]2)=[O:29])[CH2:26][CH2:27][C@@H:23]([NH:22][C:20](=[O:21])[O:19][C:15]([CH3:17])([CH3:16])[CH3:18])[CH2:24]1)([CH3:33])[CH3:32]. Reported procedure: To a solution of 7-(trifluoromethyl)-1,2,3,4-tetrahydroisoquinoline (1.7 g, 8.45 mmol) of Step B-4, (1S,3R)-3-[(tert-butoxycarbonyl)amino]-1-isopropylcyclopentanecarboxylic acid (2.75 g, 10.14 mmol) of Step A-4,4-dimethylaminopyridine (0.70 g, 5.73 mmol), and N,N-diisopropylethylamine (7.0 mL, 40.2 mmol) in methylene chloride (30.0 mL) was added bromotris(pyrrolydino)phophonium hexafluorophosphate (5.119 g, 10.98 mmol). After being stirred for 36 h at room temperature, the solution was concentra...